Dataset: the Open Reaction Database (ORD), a public repository of structured organic reaction records. Task: describe an organic reaction: reactants, conditions, products, and yield The reactants are CCOC(=O)CBr, C1CCOC1, C[Si](C)(C)[N-][Si](C)(C)C, [Na+], CN(C)C=O, CC(C)(C)OC(=O)N1CCC(O)C1. Product: CCOC(=O)COC1CCN(C(=O)OC(C)(C)C)C1. Reaction SMILES: [Br:29][CH2:30][C:31](=[O:32])[O:33][CH2:34][CH3:35].[CH2:11]1[O:12][CH2:13][CH2:14][CH2:15]1.[CH3:1][Si:2]([N-:3][Si:4]([CH3:5])([CH3:6])[CH3:7])([CH3:8])[CH3:9].[Na+:10].[O:36]=[CH:37][N:38]([CH3:39])[CH3:40].[OH:16][CH:17]1[CH2:18][N:19]([C:22](=[O:23])[O:24][C:25]([CH3:26])([CH3:27])[CH3:28])[CH2:20][CH2:21]1>>[O:16]([CH:17]1[CH2:18][N:19]([C:22](=[O:23])[O:24][C:25]([CH3:26])([CH3:27])[CH3:28])[CH2:20][CH2:21]1)[CH2:30][C:31](=[O:32])[O:33][CH2:34][CH3:35].